Dataset: the Open Reaction Database (ORD), a public repository of structured organic reaction records. Task: describe an organic reaction: reactants, conditions, products, and yield The reactants are Br.N1CCNCC1 (Piperazine hydrobromide), NC1=NC(=NC2=CC(=C(C=C12)OC)OC)Cl (4-amino-2-chloro-6,7-dimethoxyquinazoline), [OH-].[Na+] (sodium hydroxide). The solvent is COCCO (2-methoxyethanol), O (water). Reaction conditions: temperature 75 celsius. The product is NC1=NC(=NC2=CC(=C(C=C12)OC)OC)N1CCNCC1 (4-amino-6,7-dimethoxy-2-(1-piperazinyl)quinazoline). As a reaction SMILES: Br.[NH:2]1[CH2:7][CH2:6][NH:5][CH2:4][CH2:3]1.[NH2:8][C:9]1[C:18]2[C:13](=[CH:14][C:15]([O:21][CH3:22])=[C:16]([O:19][CH3:20])[CH:17]=2)[N:12]=[C:11](Cl)[N:10]=1.[OH-].[Na+]>COCCO.O>[NH2:8][C:9]1[C:18]2[C:13](=[CH:14][C:15]([O:21][CH3:22])=[C:16]([O:19][CH3:20])[CH:17]=2)[N:12]=[C:11]([N:2]2[CH2:7][CH2:6][NH:5][CH2:4][CH2:3]2)[N:10]=1 |f:0.1,3.4|. Reported procedure: Piperazine hydrobromide (168.0 g., 1.006 mole) was added to a suspension of 4-amino-2-chloro-6,7-dimethoxyquinazoline (241.0 g., 1.006 mole) in 2-methoxyethanol (3.6 l.) and the mixture was stirred at reflux for 1.25 hours. The precipitate was separated by filtration, washed with hot 2-methoxyethanol and dried. The material then was added to a stirred solution of sodium hydroxide (81.0 g., 2.01 mole) in water (3 l.) and the mixture was heated to 75° C. The mixture then was cooled to 40° C., filt... Starting materials: ester, OC(C(=O)OCC)(CC1=CC(=C(C=C1)OC)OC)C (ethyl (±)-2-hydroxy-2-methyl-3-(3,4-dimethoxyphenyl)propionate), ester. Run in P(=O)([O-])([O-])[O-].[Na+].[Na+].[Na+] (sodium phosphate). Conditions: time 24 hour. The product is O[C@@](C(=O)OCC)(CC1=CC(=C(C=C1)OC)OC)C (ethyl (R)-2-hydroxy-2-methyl-3-(3,4-dimethoxyphenyl)propionate). The yield is 38.3%. As a reaction SMILES: [OH:1][C:2]([CH3:19])([CH2:8][C:9]1[CH:14]=[CH:13][C:12]([O:15][CH3:16])=[C:11]([O:17][CH3:18])[CH:10]=1)[C:3]([O:5][CH2:6][CH3:7])=[O:4]>P([O-])([O-])([O-])=O.[Na+].[Na+].[Na+]>[OH:1][C@:2]([CH3:19])([CH2:8][C:9]1[CH:14]=[CH:13][C:12]([O:15][CH3:16])=[C:11]([O:17][CH3:18])[CH:10]=1)[C:3]([O:5][CH2:6][CH3:7])=[O:4] |f:1.2.3.4|. Reported procedure: To a suspension of ethyl (±)-2-hydroxy-2-methyl-3-(3,4-dimethoxyphenyl)propionate (333.0 mg, 1.24 mmol) in 50 mL of 50 mM sodium phosphate buffer pH 7.5 is added crude Candida lipolytica ester hydrolase (22.6 mg of protein). After 24 h, 62% conversion is observed by HPLC (C18 column, 254 nm detection, acid tR =5.8 min and ester tR =11.6 min). The reaction is treated with a Celite filtration and then extracted with 2×25 mL ethyl acetate. The combined extracts are treated with brine, dried with ma... Starting materials: O=C([O-])[O-], Cc1ccccc1, Cc1cc(Cl)cc(Cl)n1, NN=Cc1ccccc1Cl, [K+], [K+], O. The product is Cc1cc(Cl)cc(NN=Cc2ccccc2Cl)n1. As a reaction SMILES: [C:11](=[O:12])([O-:13])[O-:14].[CH3:27][c:28]1[cH:29][cH:30][cH:31][cH:32][cH:33]1.[Cl:17][c:18]1[n:19][c:20]([CH3:25])[cH:21][c:22]([Cl:24])[cH:23]1.[Cl:1][c:2]1[c:3]([CH:4]=[N:5][NH2:6])[cH:7][cH:8][cH:9][cH:10]1.[K+:15].[K+:16].[OH2:26]>>[Cl:1][c:2]1[c:3]([CH:4]=[N:5][NH:6][c:18]2[n:19][c:20]([CH3:25])[cH:21][c:22]([Cl:24])[cH:23]2)[cH:7][cH:8][cH:9][cH:10]1. The reactants are CC(C)(C)c1nc2cc(S(=O)(=O)N3CC(N=C=O)C3)ccc2n1CC1CCC(F)(F)CC1, C1CCOC1, NC1CC1. Yields the product CC(C)(C)c1nc2cc(S(=O)(=O)N3CC(NC(=O)NC4CC4)C3)ccc2n1CC1CCC(F)(F)CC1. Reaction SMILES: [C:1]([CH3:2])([CH3:3])([CH3:4])[c:5]1[n:6][c:7]2[c:8]([n:9]1[CH2:10][CH:11]1[CH2:12][CH2:13][C:14]([F:17])([F:18])[CH2:15][CH2:16]1)[cH:19][cH:20][c:21]([S:23](=[O:24])(=[O:25])[N:26]1[CH2:27][CH:28]([N:30]=[C:31]=[O:32])[CH2:29]1)[cH:22]2.[CH2:37]1[O:38][CH2:39][CH2:40][CH2:41]1.[CH:33]1([NH2:36])[CH2:34][CH2:35]1>>[C:1]([CH3:2])([CH3:3])([CH3:4])[c:5]1[n:6][c:7]2[c:8]([n:9]1[CH2:10][CH:11]1[CH2:12][CH2:13][C:14]([F:17])([F:18])[CH2:15][CH2:16]1)[cH:19][cH:20][c:21]([S:23](=[O:24])(=[O:25])[N:26]1[CH2:27][CH:28]([NH:30][C:31](=[O:32])[NH:36][CH:33]3[CH2:34][CH2:35]3)[CH2:29]1)[cH:22]2.